Dataset: the Open Reaction Database (ORD), a public repository of structured organic reaction records. Task: describe an organic reaction: reactants, conditions, products, and yield The reactants are C(C1=CC=CC=C1)OC=1C(=NC=C(C1)OCC1=CC=CC=C1)C#N (3,5-bis-benzyloxy-pyridine-2-carbonitrile), CO (MeOH), [OH-].[Na+] (sodium hydroxide). Product: C(C1=CC=CC=C1)OC=1C(=NC=C(C1)OCC1=CC=CC=C1)C(=O)O (3,5-bis-benzyloxy-pyridine-2-carboxylic acid), hydrochloride salt. As a reaction SMILES: [CH2:1]([O:8][C:9]1[C:10]([C:23]#N)=[N:11][CH:12]=[C:13]([O:15][CH2:16][C:17]2[CH:22]=[CH:21][CH:20]=[CH:19][CH:18]=2)[CH:14]=1)[C:2]1[CH:7]=[CH:6][CH:5]=[CH:4][CH:3]=1.[OH-:25].[Na+].C[OH:28]>>[CH2:1]([O:8][C:9]1[C:10]([C:23]([OH:28])=[O:25])=[N:11][CH:12]=[C:13]([O:15][CH2:16][C:17]2[CH:22]=[CH:21][CH:20]=[CH:19][CH:18]=2)[CH:14]=1)[C:2]1[CH:7]=[CH:6][CH:5]=[CH:4][CH:3]=1 |f:1.2|. Procedure: To a solution of 3,5-bis-benzyloxy-pyridine-2-carbonitrile, 1, (26.0 g, 82.3 mmol) in MeOH (217 mL) is added 30% w/v sodium hydroxide (320 mL) and the reaction mixture is refluxed for 16 hours. The solvent is removed under reduced pressure and the resulting suspension is acidified with conc. HCl until the pH is between 1 and 2. The precipitate that results is collected by filtration, washed with H2O (10 mL) and dried overnight in a vacuum oven to afford 30 g (quantitative) of the desired product...